From a dataset of the Open Reaction Database (ORD), a public repository of structured organic reaction records. describe an organic reaction: reactants, conditions, products, and yield Reactants: C(C)C1=C(C(=CC(=C1)C)CC)C=1C(N(N=C(C1S(=O)(=O)C)C)C)=O (4-(2,6-diethyl-4-methylphenyl)-2,6-dimethyl-5-methylsulfonyl-2,3-dihydro-3-pyridazinone), [OH-].[Na+] (sodium hydroxide). The reagents and catalysts are [Br-].C(CCC)[N+](CCCC)(CCCC)CCCC (tetrabutylammonium bromide). Run in C1(=CC=CC=C1)C (toluene). Yields the product C(C)C1=C(C(=CC(=C1)C)CC)C=1C(N(N=C(C1O)C)C)=O (4-(2,6-diethyl-4-methylphenyl)-5-hydroxy-2,6-dimethyl-2,3-dihydro-3-pyridazinone). The yield is 88.1%. RXN SMILES: [CH2:1]([C:3]1[CH:8]=[C:7]([CH3:9])[CH:6]=[C:5]([CH2:10][CH3:11])[C:4]=1[C:12]1[C:13](=[O:24])[N:14]([CH3:23])[N:15]=[C:16]([CH3:22])[C:17]=1S(C)(=O)=O)[CH3:2].[OH-:25].[Na+]>[Br-].C([N+](CCCC)(CCCC)CCCC)CCC.C1(C)C=CC=CC=1>[CH2:1]([C:3]1[CH:8]=[C:7]([CH3:9])[CH:6]=[C:5]([CH2:10][CH3:11])[C:4]=1[C:12]1[C:13](=[O:24])[N:14]([CH3:23])[N:15]=[C:16]([CH3:22])[C:17]=1[OH:25])[CH3:2] |f:1.2,3.4|. Reported procedure: To a 25 mL volume three-necked flask with Dean-Stark, 4-(2,6-diethyl-4-methylphenyl)-2,6-dimethyl-5-methylsulfonyl-2,3-dihydro-3-pyridazinone ((2-34)-(1)-39) (1.31 g), toluene (4.55 ml), tetrabutylammonium bromide (61 mg), and 48 w/w % of aqueous sodium hydroxide solution (1.25 g) were added under a nitrogen atmosphere. Water was removed by azeotropic distillation under atmospheric pressure for 22 hours. The reaction mixture was cooled to room temperature, added water, and washed with toluene. T... Starting materials: ClC1=C(C=NC2=C(C=CC=C12)NC(C1=C(C=CC=C1Cl)Cl)=O)C (4-chloro-8-(2,6-dichlorobenzoylamino)-3-methylquinoline), C(C)O (ethanol). Solvent: C(C)(=O)O (acetic acid), Cl (hydrochloric acid). The product is ClC1=C(C(=O)NC=2C=CC=C3C(C(=CNC23)C)=O)C(=CC=C1)Cl (8-(2,6-dichlorobenzoylamino)-1,4-dihydro-3-methyl-4-oxoquinoline). RXN SMILES: Cl[C:2]1[C:11]2[C:6](=[C:7]([NH:12][C:13](=[O:22])[C:14]3[C:19]([Cl:20])=[CH:18][CH:17]=[CH:16][C:15]=3[Cl:21])[CH:8]=[CH:9][CH:10]=2)[N:5]=[CH:4][C:3]=1[CH3:23].C([OH:26])C>C(O)(=O)C.Cl>[Cl:21][C:15]1[CH:16]=[CH:17][CH:18]=[C:19]([Cl:20])[C:14]=1[C:13]([NH:12][C:7]1[CH:8]=[CH:9][CH:10]=[C:11]2[C:6]=1[NH:5][CH:4]=[C:3]([CH3:23])[C:2]2=[O:26])=[O:22]. Procedure details: A solution of 4-chloro-8-(2,6-dichlorobenzoylamino)-3-methylquinoline (500 mg) in acetic acid (16 ml) and 6N hydrochloric acid (20 ml) was heated at 130° C. for 5 days. The mixture was concentrated in vacuo and the precipitate was collected and washed with water. The residue was purified by a silica gel column chromatography (methanol:methylene chloride=1:20, V/V) to give a yellow crystal. The solid was treated with hot ethanol (5 ml), allowed to cool to ambient temperature, filtered and washed ... Procedure details: A solution of 11.0 g of 9-methyl-4-(1-methyl-4-piperidylidene)-4H-benzo[4,5]cyclohepta[1,2-b]thiophen10(9H)-one in 150 ml of benzene was added dropwise in a nitrogen atmosphere at 25°-30° to a solution of 150 ml of diethylether and 43 ml of 2 molar methyllithium in diethylether. The reaction mixture was stirred for 3 hours at room temperature and then treated with 500 ml of 20% w/v aqueous ammonium chloride. The organic phase was separated off and worked up to give solid 9,10-dihydro9,10-dimethy... The product is CC1C2=C(C(C3=C(SC=C3)C1(O)C)=C1CCN(CC1)C)C=CC=C2 (9,10-dihydro9,10-dimethyl-4-(1-methyl-4-piperidylidene)-4H-benzo[4,5]cyclohepta[1,2-b]thiophen-10-ol). Reaction conditions: time 3 hour. Run in C1=CC=CC=C1 (benzene), C(C)OCC (diethylether), C(C)OCC (diethylether). As a reaction SMILES: [CH3:1][CH:2]1[C:11](=[O:12])[C:7]2[S:8][CH:9]=[CH:10][C:6]=2[C:5](=[C:13]2[CH2:18][CH2:17][N:16]([CH3:19])[CH2:15][CH2:14]2)[C:4]2[CH:20]=[CH:21][CH:22]=[CH:23][C:3]1=2.[CH3:24][Li].[Cl-].[NH4+]>C1C=CC=CC=1.C(OCC)C>[CH3:1][CH:2]1[C:11]([CH3:24])([OH:12])[C:7]2[S:8][CH:9]=[CH:10][C:6]=2[C:5](=[C:13]2[CH2:14][CH2:15][N:16]([CH3:19])[CH2:17][CH2:18]2)[C:4]2[CH:20]=[CH:21][CH:22]=[CH:23][C:3]1=2 |f:2.3|. Starting materials: CC1C2=C(C(C3=C(SC=C3)C1=O)=C1CCN(CC1)C)C=CC=C2 (9-methyl-4-(1-methyl-4-piperidylidene)-4H-benzo[4,5]cyclohepta[1,2-b]thiophen10(9H)-one), C[Li] (methyllithium), [Cl-].[NH4+] (ammonium chloride). Reactants: ClC1=CC(=C(C=C1F)C=1N=C(C2=C(N1)C=CS2)N2CCC1(OCCO1)CC2)F (8-[2-(4-chloro-2,5-difluorophenyl)thieno[3,2-d]pyrimidine-4-yl]-1,4-dioxa-8-azaspiro[4.5]decane), O.C1(=CC=C(C=C1)S(=O)(=O)O)C (p-toluenesulfonic acid monohydrate), C(C)#N.CC(=O)C (acetonitrile acetone). Run in O (water). Reaction conditions: time 5 hour. Yields the product Cl.ClC1=CC(=C(C=C1F)C=1N=C(C2=C(N1)C=CS2)N2CCC(CC2)=O)F (1-[2-(4-chloro-2,5-difluorophenyl)thieno[3,2-d]pyrimidine-4-yl]piperidine-4-one hydrochloride). The yield is 140.0%. RXN SMILES: [Cl:1][C:2]1[C:7]([F:8])=[CH:6][C:5]([C:9]2[N:10]=[C:11]([N:18]3[CH2:27][CH2:26][C:21]4(OCC[O:22]4)[CH2:20][CH2:19]3)[C:12]3[S:17][CH:16]=[CH:15][C:13]=3[N:14]=2)=[C:4]([F:28])[CH:3]=1.O.C1(C)C=CC(S(O)(=O)=O)=CC=1.C(#N)C.CC(C)=O>O>[ClH:1].[Cl:1][C:2]1[C:7]([F:8])=[CH:6][C:5]([C:9]2[N:10]=[C:11]([N:18]3[CH2:19][CH2:20][C:21](=[O:22])[CH2:26][CH2:27]3)[C:12]3[S:17][CH:16]=[CH:15][C:13]=3[N:14]=2)=[C:4]([F:28])[CH:3]=1 |f:1.2,3.4,6.7|. Procedure: A mixture of 451 mg of 8-[2-(4-chloro-2,5-difluorophenyl)thieno[3,2-d]pyrimidine-4-yl]-1,4-dioxa-8-azaspiro[4.5]decane, 20 mg of p-toluenesulfonic acid monohydrate and 8 ml of acetonitrile-acetone (1:1) was stirred for 5 hours heated to reflux. The reaction mixture was allowed to cool to room temperature and was added to 200 ml of water. After the precipitate was filtered and washed with water, it was dried at 50° C. under reduced pressure. The obtained solid was dissolved in 12 ml of THF and ad... Starting materials: O=C([O-])[O-], CS(C)=O, [K+], [K+], Nc1nc(N)c2c(CCl)coc2n1, Oc1ccc2ccccc2c1. As a reaction SMILES: [C:25](=[O:26])([O-:27])[O-:28].[CH3:31][S:32]([CH3:33])=[O:34].[K+:29].[K+:30].[NH2:12][c:13]1[n:14][c:15]([NH2:24])[c:16]2[c:17]([n:18]1)[o:19][cH:20][c:21]2[CH2:22][Cl:23].[OH:1][c:2]1[cH:3][cH:4][c:5]2[cH:6][cH:7][cH:8][cH:9][c:10]2[cH:11]1>>[O:1]([c:2]1[cH:3][cH:4][c:5]2[cH:6][cH:7][cH:8][cH:9][c:10]2[cH:11]1)[CH2:22][c:21]1[c:16]2[c:15]([NH2:24])[n:14][c:13]([NH2:12])[n:18][c:17]2[o:19][cH:20]1. Product: Nc1nc(N)c2c(COc3ccc4ccccc4c3)coc2n1. The product is O1C=C(C=C1)C=C[N+](=O)[O-] (2-(3-furyl)-1-nitroethylene). Run in C(C)O (ethanol), [OH-].[Na+] (sodium hydroxide). As a reaction SMILES: [O:1]1[CH:5]=[CH:4][C:3]([CH:6]=O)=[CH:2]1.[N+:8]([CH3:11])([O-:10])=[O:9].Cl>C(O)C.[OH-].[Na+]>[O:1]1[CH:5]=[CH:4][C:3]([CH:6]=[CH:11][N+:8]([O-:10])=[O:9])=[CH:2]1 |f:4.5|. Isolated yield 64.4%. Reactants: O1C=C(C=C1)C=O (3-furaldehyde), [N+](=O)([O-])C (nitromethane), Cl (hydrochloric acid). Reported procedure: To a solution of 10.035 g (104.43 mmol) of 3-furaldehyde and 6.37 g (104 mmol) of nitromethane in 200 ml of ethanol, 11.0 ml of 10 N aqueous sodium hydroxide was added dropwise under ice-cooling, after which the reaction mixture was added dropwise to about 15% aqueous hydrochloric acid; the resulting precipitate was collected by filtration, washed with water and dried to yield 2-(3-furyl)-1-nitroethylene as a brown powder (yield 9.320 g). This crude product, without purification, was used for th... Procedure: Ethyl 4-chloro-5-phenoxyindole-2-carboxylate (0.302 g, 0.956 mmol) was hydrolysed in methanolic NaOH (3.2M, 1.7 mL) at reflux, for 1.5 hr After work-up, the product: 4-chloro-5-phenoxyindole-2-carboxylic acid was obtained as an almost white solid, 0.275 g (ca 100%). RXN SMILES: [Cl:1][C:2]1[C:10]([O:11][C:12]2[CH:17]=[CH:16][CH:15]=[CH:14][CH:13]=2)=[CH:9][CH:8]=[C:7]2[C:3]=1[CH:4]=[C:5]([C:18]([O:20]CC)=[O:19])[NH:6]2>[OH-].[Na+]>[Cl:1][C:2]1[C:10]([O:11][C:12]2[CH:17]=[CH:16][CH:15]=[CH:14][CH:13]=2)=[CH:9][CH:8]=[C:7]2[C:3]=1[CH:4]=[C:5]([C:18]([OH:20])=[O:19])[NH:6]2 |f:1.2|. Product: ClC1=C2C=C(NC2=CC=C1OC1=CC=CC=C1)C(=O)O (4-chloro-5-phenoxyindole-2-carboxylic acid). Starting materials: ClC1=C2C=C(NC2=CC=C1OC1=CC=CC=C1)C(=O)OCC (Ethyl 4-chloro-5-phenoxyindole-2-carboxylate). The solvent is [OH-].[Na+] (NaOH). Starting materials: CN(C)S(=O)(=O)c1cc(C(F)(F)F)ccc1Cl, NCc1ccccc1. The product is CN(C)S(=O)(=O)c1cc(C(F)(F)F)ccc1NCc1ccccc1. RXN SMILES: [Cl:1][c:2]1[c:3]([S:12](=[O:13])(=[O:14])[N:15]([CH3:16])[CH3:17])[cH:4][c:5]([C:8]([F:9])([F:10])[F:11])[cH:6][cH:7]1.[NH2:18][CH2:19][c:20]1[cH:21][cH:22][cH:23][cH:24][cH:25]1>>[c:2]1([NH:18][CH2:19][c:20]2[cH:21][cH:22][cH:23][cH:24][cH:25]2)[c:3]([S:12](=[O:13])(=[O:14])[N:15]([CH3:16])[CH3:17])[cH:4][c:5]([C:8]([F:9])([F:10])[F:11])[cH:6][cH:7]1. Reactants: C(CCCCCCCCCCCCCCC)(=O)OC(CC(=O)O)CCCCCCCCCCCCCCC (3-hexadecanoyloxyoctadecanoic acid), ( 5 ), NCCC(=O)O (β-alanine). Yields the product C(CCCCCCCCCCCCCCC)(=O)OC(CC(=O)NCCC(=O)O)CCCCCCCCCCCCCCC (N-[3-hexadecanoyloxyoctadecanoyl]-β-alanine). The yield is 76.3%. As a reaction SMILES: [C:1]([O:18][CH:19]([CH2:24][CH2:25][CH2:26][CH2:27][CH2:28][CH2:29][CH2:30][CH2:31][CH2:32][CH2:33][CH2:34][CH2:35][CH2:36][CH2:37][CH3:38])[CH2:20][C:21]([OH:23])=O)(=[O:17])[CH2:2][CH2:3][CH2:4][CH2:5][CH2:6][CH2:7][CH2:8][CH2:9][CH2:10][CH2:11][CH2:12][CH2:13][CH2:14][CH2:15][CH3:16].[NH2:39][CH2:40][CH2:41][C:42]([OH:44])=[O:43]>>[C:1]([O:18][CH:19]([CH2:24][CH2:25][CH2:26][CH2:27][CH2:28][CH2:29][CH2:30][CH2:31][CH2:32][CH2:33][CH2:34][CH2:35][CH2:36][CH2:37][CH3:38])[CH2:20][C:21]([NH:39][CH2:40][CH2:41][C:42]([OH:44])=[O:43])=[O:23])(=[O:17])[CH2:2][CH2:3][CH2:4][CH2:5][CH2:6][CH2:7][CH2:8][CH2:9][CH2:10][CH2:11][CH2:12][CH2:13][CH2:14][CH2:15][CH3:16]. Procedure: Starting from 3-hexadecanoyloxyoctadecanoic acid (10.8 g) prepared by the method described in Preparation A-2 (5) and β-alanine (5.36 g), N-[3-hexadecanoyloxyoctadecanoyl]-β-alanine (9.33 g) was obtained as crystals according to a similar manner to that of Preparation B-1.